From a dataset of the Open Reaction Database (ORD), a public repository of structured organic reaction records. describe an organic reaction: reactants, conditions, products, and yield Starting materials: BrC1=CC=CC=C1 (bromobenzene), C(C)N(C#N)CC (diethylcyanamide), [Li] (lithium), NC1=C(C#N)C=CC=C1 (o-aminobenzonitrile). The solvent is O (water), C(C)OCC (diethyl ether), C(C)OCC (diethyl ether), C(C)OCC (diethyl ether). Run at time 10 minute. The product is NC1=NC(=NC2=CC=CC=C12)N(CC)CC (4-Amino-2-diethylaminoquinazoline). As a reaction SMILES: BrC1C=CC=CC=1.[Li].[NH2:9][C:10]1[CH:17]=[CH:16][CH:15]=[CH:14][C:11]=1[C:12]#[N:13].[CH2:18]([N:20]([CH2:23][CH3:24])[C:21]#[N:22])[CH3:19]>O.C(OCC)C>[NH2:13][C:12]1[C:11]2[C:10](=[CH:17][CH:16]=[CH:15][CH:14]=2)[N:9]=[C:21]([N:20]([CH2:23][CH3:24])[CH2:18][CH3:19])[N:22]=1 |^1:7|. Reported procedure: Under a nitrogen atmosphere 4.7 g. (0.03 mol) of bromobenzene dissolved in 35 ml. of anhydrous diethyl ether, are added to 0.42 g. (0.06 mol) of lithium. To the solution obtained, a solution of 0.03 mol o-aminobenzonitrile in 15 ml. of anhydrous diethyl ether is added dropwise at room temperature. After about 10 minutes, a solution of 0.03 mol diethylcyanamide in 10 ml. of anhydrous diethyl ether is added dropwise. The reaction mixture is then refluxed under the nitrogen atmosphere for 4 hours. ... RXN SMILES: [Br:4][c:5]1[cH:6][cH:7][c:8]([S:11](=[O:12])(=[O:13])[Cl:14])[cH:9][cH:10]1.[CH3:1][NH:2][CH3:3].[CH3:20][CH2:21][O:22][CH2:23][CH3:24].[O:15]1[CH2:16][CH2:17][CH2:18][CH2:19]1>>[CH3:1][N:2]([CH3:3])[S:11]([c:8]1[cH:7][cH:6][c:5]([Br:4])[cH:10][cH:9]1)(=[O:12])=[O:13]. Product: CN(C)S(=O)(=O)c1ccc(Br)cc1. Starting materials: O=S(=O)(Cl)c1ccc(Br)cc1, CNC, CCOCC, C1CCOC1. Reactants: O1C2C3C4OC4C(C21)(C3)CC (6-Epoxyethyl-3-oxatricyclo [3.2.1.0 2.4 ] octane), [S-]C#N.[NH4+] (ammonium thiocyanate). Run in O1CCCC1 (tetrahydrofuran). Reaction conditions: temperature 50 celsius, time 30 minute. Product: S1C2C3C4OC4C(C21)(C3)CC (6-epithioethyl-3-oxatricyclo [3.2.1,02.4 ] octane). Isolated yield 87.0%. RXN SMILES: [O:1]1[CH:8]2[CH:2]1[CH:3]1[CH2:9][C:7]2([CH2:10][CH3:11])[CH:6]2[CH:4]1O2.[S-:12]C#N.[NH4+]>O1CCCC1>[S:12]1[CH:6]2[CH:4]1[CH:3]1[CH2:9][C:7]2([CH2:10][CH3:11])[CH:8]2[CH:2]1[O:1]2 |f:1.2|. Procedure: 6-Epoxyethyl-3-oxatricyclo [3.2.1.0 2.4 ] octane (42g, 0.28mol), ammonium thiocyanate (23g, 0.30 mol) and tetrahydrofuran (125 ml) were placed in a 200-ml egg-plant type flask, and stirred with a magnetic stirrer in a water bath of 50° C. Although first the reaction solution was completely uniform, a white precipitate was deposited about 30 minutes later. 5 hours later, the reaction mixture was suction filtered by a Nutsche to remove the white precipitate, and the filtrate was concentrated by a ...